From a dataset of the Open Reaction Database (ORD), a public repository of structured organic reaction records. describe an organic reaction: reactants, conditions, products, and yield Starting materials: CCOC(C)=O, CCN(C(C)C)C(C)C, O=C(Cl)c1ccc(Cl)nc1, ClCCl, Nc1ccc(F)cc1. The product is O=C(Nc1ccc(F)cc1)c1ccc(Cl)nc1. As a reaction SMILES: [CH3:31][CH2:32][O:33][C:34](=[O:35])[CH3:36].[CH:19]([N:20]([CH2:21][CH3:22])[CH:23]([CH3:24])[CH3:25])([CH3:26])[CH3:27].[Cl:1][c:2]1[n:3][cH:4][c:5]([C:6](=[O:7])[Cl:8])[cH:9][cH:10]1.[Cl:28][CH2:29][Cl:30].[NH2:11][c:12]1[cH:13][cH:14][c:15]([F:16])[cH:17][cH:18]1>>[Cl:1][c:2]1[n:3][cH:4][c:5]([C:6](=[O:7])[NH:11][c:12]2[cH:13][cH:14][c:15]([F:16])[cH:17][cH:18]2)[cH:9][cH:10]1. The reactants are C(C1=CC=CC=C1)OC(CNCCCO)=O (N-(3-hydroxypropyl)glycine benzyl ester), C(CCCCCCCCC)(=O)O[C@@H](CC(=O)O)CCCCCCCCCCC ((R)-3-decanoyloxytetradecanoic acid), C(CCl)Cl.CI (EDC·MeI). The solvent is C(Cl)Cl (CH2Cl2). Yields the product C(C1=CC=CC=C1)OC(CN(C(C[C@@H](CCCCCCCCCCC)OC(CCCCCCCCC)=O)=O)CCCO)=O (N-(3-hydroxypropyl)-N-[(R)-3-decanoyloxytetradecanoyl]glycine benzyl ester). The yield is 62.9%. RXN SMILES: [CH2:1]([O:8][C:9](=[O:16])[CH2:10][NH:11][CH2:12][CH2:13][CH2:14][OH:15])[C:2]1[CH:7]=[CH:6][CH:5]=[CH:4][CH:3]=1.[C:17]([O:28][C@H:29]([CH2:34][CH2:35][CH2:36][CH2:37][CH2:38][CH2:39][CH2:40][CH2:41][CH2:42][CH2:43][CH3:44])[CH2:30][C:31]([OH:33])=O)(=[O:27])[CH2:18][CH2:19][CH2:20][CH2:21][CH2:22][CH2:23][CH2:24][CH2:25][CH3:26].C(Cl)CCl.CI>C(Cl)Cl>[CH2:1]([O:8][C:9](=[O:16])[CH2:10][N:11]([CH2:12][CH2:13][CH2:14][OH:15])[C:31](=[O:33])[CH2:30][C@H:29]([O:28][C:17](=[O:27])[CH2:18][CH2:19][CH2:20][CH2:21][CH2:22][CH2:23][CH2:24][CH2:25][CH3:26])[CH2:34][CH2:35][CH2:36][CH2:37][CH2:38][CH2:39][CH2:40][CH2:41][CH2:42][CH2:43][CH3:44])[C:2]1[CH:7]=[CH:6][CH:5]=[CH:4][CH:3]=1 |f:2.3|. Procedure: In the same manner as described in Example 2-(5), N-(3-hydroxypropyl)glycine benzyl ester (450 mg, 2.0 mmol) was acylated with (R)-3-decanoyloxytetradecanoic acid (1.0 g, 2.5 mmol) in the presence of EDC·MeI (900 mg, 3.0 mmol) in CH2Cl2 to afford 0.76 g (63%) of N-(3-hydroxypropyl)-N-[(R)-3-decanoyloxytetradecanoyl]glycine benzyl ester as a colorless oil: 1H NMR (CDCl3) (1:1 mixture of rotomers) δ 0.88 (t, 6H, J=6.6 Hz), 1.1-1.7 (m, 35H), 1.78 (m, 1H), 2.26 (q, 2H, J=7.6 Hz), 2.37 and 2.54 (2 dd... Reactants: BrCC(=O)C1=CC(=C(C=C1)Cl)S(N)(=O)=O (2-bromo-4'-chloro-3'-sulfamoylacetophenone), C(C1=CC=CC=C1)NC(=S)NC (1-benzyl-3-methylthiourea). Solvent: C(C)OCC (diethyl ether). Yields the product C(C1=CC=CC=C1)N=C1SCC(N1C)(O)C1=CC(=C(C=C1)Cl)S(N)(=O)=O (2-Benzylimino-4-(4-chloro-3-sulfamoylphenyl)-3-methyl-1,3-thiazolidine-4-ol). As a reaction SMILES: Br[CH2:2][C:3]([C:5]1[CH:10]=[CH:9][C:8]([Cl:11])=[C:7]([S:12](=[O:15])(=[O:14])[NH2:13])[CH:6]=1)=[O:4].[CH2:16]([NH:23][C:24]([NH:26][CH3:27])=[S:25])[C:17]1[CH:22]=[CH:21][CH:20]=[CH:19][CH:18]=1>C(OCC)C>[CH2:16]([N:23]=[C:24]1[N:26]([CH3:27])[C:3]([C:5]2[CH:10]=[CH:9][C:8]([Cl:11])=[C:7]([S:12](=[O:15])(=[O:14])[NH2:13])[CH:6]=2)([OH:4])[CH2:2][S:25]1)[C:17]1[CH:22]=[CH:21][CH:20]=[CH:19][CH:18]=1. Procedure: 4.7 g of 2-bromo-4'-chloro-3'-sulfamoylacetophenone and 2.7 g of 1-benzyl-3-methylthiourea were reacted as prescribed in Example 23 and the reaction mixture was introduced into 200 ml of diethyl ether while stirring. The hygroscopic crystals of the 2-benzylimino-4-(4-chloro-3-sulfamoylphenyl)-3-methyl-1,3-thiazolidine-4-ol-hydrobromide were rapidly filtered off, dissolved in 70 ml of water and converted into the end product according to the prescription of Example 28. Colorless solid body: decom... Reactants: CC(Cl)c1cccnc1, C1CNCC2(CC2)CN1. The reagents and catalysts are O=C([O-])[O-].[Cs+].[Cs+] (cesium carbonate), [I-].[K+] (potassium iodide). Solvent: CN(C)C=O (DMF), CN(C)C=O (dmf), CN(C)C=O (DMF). Reaction conditions: temperature 70 celsius, time 16 hour. Product: CC(c1cccnc1)N1CCNCC2(CC2)C1.